This data is from the Open Reaction Database (ORD), a public repository of structured organic reaction records. The task is: describe an organic reaction: reactants, conditions, products, and yield Starting materials: ClC=1C=NC=2N(C1)N=C(C2)C(=O)O (6-chloro-pyrazolo[1,5-a]pyrimidine-2-carboxylic acid), FC1=CC=C2CCNC(C2=C1)CC (7-fluoro-1-ethyl-1,2,3,4-tetrahydro-isoquinoline). Product: ClC=1C=NC=2N(C1)N=C(C2)C(=O)N2C(C1=CC(=CC=C1CC2)F)CC ((6-Chloro-pyrazolo[1,5-a]pyrimidin-2-yl)-(7-fluoro-1-ethyl-3,4-dihydro-1H-isoquinolin-2-yl)-methanone). As a reaction SMILES: [Cl:1][C:2]1[CH:3]=[N:4][C:5]2[N:6]([N:8]=[C:9]([C:11]([OH:13])=O)[CH:10]=2)[CH:7]=1.[F:14][C:15]1[CH:24]=[C:23]2[C:18]([CH2:19][CH2:20][NH:21][CH:22]2[CH2:25][CH3:26])=[CH:17][CH:16]=1>>[Cl:1][C:2]1[CH:3]=[N:4][C:5]2[N:6]([N:8]=[C:9]([C:11]([N:21]3[CH2:20][CH2:19][C:18]4[C:23](=[CH:24][C:15]([F:14])=[CH:16][CH:17]=4)[CH:22]3[CH2:25][CH3:26])=[O:13])[CH:10]=2)[CH:7]=1. Procedure: In close analogy to the procedure described in Example 1, 6-chloro-pyrazolo[1,5-a]pyrimidine-2-carboxylic acid is reacted with 7-fluoro-1-ethyl-1,2,3,4-tetrahydro-isoquinoline to provide the title compound in moderate yield.